From a dataset of the Open Reaction Database (ORD), a public repository of structured organic reaction records. describe an organic reaction: reactants, conditions, products, and yield Starting materials: C(C(C)C)C=1C=CC2=C(C(CO2)(C)C)C1 (5-isobutyl-3,3-dimethyl-2,3-dihydro-benzofuran), [Br-].[Br-].[Br-].[NH+]1=CC=CC=C1.[NH+]1=CC=CC=C1.[NH+]1=CC=CC=C1 (pyridinium tribromide). The solvent is ClCCl (dichloromethane). Conditions: time 8 hour. The product is BrC1=CC(=CC=2C(COC21)(C)C)CC(C)C (7-bromo-5-isobutyl-3,3-dimethyl-2,3-dihydro-benzofuran). The yield is 68.5%. As a reaction SMILES: [CH2:1]([C:5]1[CH:6]=[CH:7][C:8]2[O:12][CH2:11][C:10]([CH3:14])([CH3:13])[C:9]=2[CH:15]=1)[CH:2]([CH3:4])[CH3:3].[Br-:16].[Br-].[Br-].[NH+]1C=CC=CC=1.[NH+]1C=CC=CC=1.[NH+]1C=CC=CC=1>ClCCl>[Br:16][C:7]1[C:8]2[O:12][CH2:11][C:10]([CH3:13])([CH3:14])[C:9]=2[CH:15]=[C:5]([CH2:1][CH:2]([CH3:4])[CH3:3])[CH:6]=1 |f:1.2.3.4.5.6|. Reported procedure: To a solution of 5-isobutyl-3,3-dimethyl-2,3-dihydro-benzofuran (1.59 g, 7.78 mmol) in dichloromethane (40 mL) was added pyridinium tribromide (2.49 g, 7.78 mmol) and the reaction mixture stirred at room temperature overnight. The solution was washed with water and brine, dried (MgSO4), filtered and evaporated. The residue was purified on silica gel (0% to 2% ethyl acetate in hexane) to give 1.51 g of 7-bromo-5-isobutyl-3,3-dimethyl-2,3-dihydro-benzofuran (68%). 1H NMR (300 MHz; CDCl3): δ 0.90 (... Reaction SMILES: [CH3:1][CH:2]([CH2:3][AlH:4][CH2:5][CH:6]([CH3:7])[CH3:8])[CH3:9].[CH3:26][OH:27].[CH3:30][CH2:31][CH2:32][CH2:33][CH2:34][CH3:35].[F:10][C:11]([CH:12]([C:13](=[O:14])[O:15][CH2:16][CH3:17])[c:18]1[cH:19][cH:20][cH:21][cH:22][cH:23]1)([F:24])[F:25].[K+:29].[O:36]1[CH2:37][CH2:38][CH2:39][CH2:40]1.[OH-:28]>>[F:10][C:11]([CH:12]([CH2:13][OH:14])[c:18]1[cH:19][cH:20][cH:21][cH:22][cH:23]1)([F:24])[F:25]. Starting materials: CC(C)C[AlH]CC(C)C, CO, CCCCCC, CCOC(=O)C(c1ccccc1)C(F)(F)F, [K+], C1CCOC1, [OH-]. Product: OCC(c1ccccc1)C(F)(F)F. Reactants: BrP(Br)Br, CCOCC, OCC1CC1c1cccc(C(F)(F)F)c1. Product: FC(F)(F)c1cccc(C2CC2CBr)c1. RXN SMILES: [Br:16][P:17]([Br:18])[Br:19].[CH3:20][CH2:21][O:22][CH2:23][CH3:24].[F:1][C:2]([c:3]1[cH:4][c:5]([CH:9]2[CH:10]([CH2:12][OH:13])[CH2:11]2)[cH:6][cH:7][cH:8]1)([F:14])[F:15]>>[F:1][C:2]([c:3]1[cH:4][c:5]([CH:9]2[CH:10]([CH2:12][Br:16])[CH2:11]2)[cH:6][cH:7][cH:8]1)([F:14])[F:15]. Reactants: CC(C)(C)OC(=O)NC1CCOc2ccc(Br)cc21, [Li]CCCC, C1CCOC1, CN(C)C=O. Yields the product CC(C)(C)OC(=O)NC1CCOc2ccc(C=O)cc21. RXN SMILES: [C:1]([CH3:2])([CH3:3])([CH3:4])[O:5][C:6]([NH:7][CH:8]1[CH2:9][CH2:10][O:11][c:12]2[cH:13][cH:14][c:15]([Br:18])[cH:16][c:17]21)=[O:19].[CH2:20]([Li:21])[CH2:22][CH2:23][CH3:24].[CH2:30]1[O:31][CH2:32][CH2:33][CH2:34]1.[O:25]=[CH:26][N:27]([CH3:28])[CH3:29]>>[C:1]([CH3:2])([CH3:3])([CH3:4])[O:5][C:6]([NH:7][CH:8]1[CH2:9][CH2:10][O:11][c:12]2[cH:13][cH:14][c:15]([CH:26]=[O:25])[cH:16][c:17]21)=[O:19]. Conditions: time 7 hour. The solvent is C1CCOC1 (THF). Isolated yield 72.4%. As a reaction SMILES: [C:1]([C:4]1[CH:9]=[CH:8][CH:7]=[CH:6][CH:5]=1)(=[O:3])[CH3:2].N(CCO)CCO>C1COCC1>[C:4]1([C@@H:1]([OH:3])[CH3:2])[CH:9]=[CH:8][CH:7]=[CH:6][CH:5]=1. Reactants: 11B, C(C)(=O)C1=CC=CC=C1 (acetophenone), N(CCO)CCO (diethanolamine). Procedure: Under a nitrogen atmosphere, with stirring, acetophenone (3.05 mL, 26 mmol) was added to a solution of diisopinocampheylchloroborane (9.0 g, 28 mmol) in THF (20 mL) at -25° C. A yellow color developed immediately. The reaction was complete after 7 h at -25° C. (followed by 11B NMR after methanolysis of an aliquot). The volatiles were pumped off at aspirator pressure and the α-pinene was removed under reduced pressure (0.1 mm Hg, 8 h). The residue was dissolved in ethyl ether (100 mL) and diethan... The product is C1(=CC=CC=C1)[C@H](C)O ([S]-1-phenylethanol). The reactants are C(C)I (ethyl iodide), N([C@H](C)C(=O)O)C(=O)OC(C)(C)C (BOC-D-Ala-OH). Yields the product C(C)(C)(C)OC(=O)N[C@H](C)C(=O)OCC (N-(t-Butyloxycarbonyl)-D-alanine, Ethyl ester). Yield: 48.8%. As a reaction SMILES: [CH2:1](I)[CH3:2].[NH:4]([C:10]([O:12][C:13]([CH3:16])([CH3:15])[CH3:14])=[O:11])[C@@H:5]([C:7]([OH:9])=[O:8])[CH3:6]>>[C:13]([O:12][C:10]([NH:4][C@@H:5]([C:7]([O:9][CH2:1][CH3:2])=[O:8])[CH3:6])=[O:11])([CH3:14])([CH3:15])[CH3:16]. Reported procedure: The title compound was prepared by the method of Example 8 using ethyl iodide (2.4 mL, 30 mmol) instead of methyl iodide and BOC-D-Ala-OH (5.0 g, 26.4 mmol) instead of the product of Example 1. Concentration afforded the title compound (2.8 g) as a pale yellow oil and the structure verified by NMR.